From a dataset of the Open Reaction Database (ORD), a public repository of structured organic reaction records. describe an organic reaction: reactants, conditions, products, and yield Reactants: CC(=O)C1=CC=C(C=C1)Br (4-bromoacetophenone), C(CO)O (ethylene glycol). Reagents/catalysts: C1(=CC=C(C=C1)S(=O)(=O)O)C (p-toluenesulfonic acid). The solvent is C1=CC=CC=C1 (benzene). The product is BrC1=CC=C(C=C1)C1(OCCO1)C (2-(4-Bromophenyl)-2-methyl-1,3-dioxolane). The yield is 94.6%. Reaction SMILES: [CH3:1][C:2]([C:4]1[CH:9]=[CH:8][C:7]([Br:10])=[CH:6][CH:5]=1)=[O:3].[CH2:11](O)[CH2:12][OH:13]>C1C=CC=CC=1.C1(C)C=CC(S(O)(=O)=O)=CC=1>[Br:10][C:7]1[CH:8]=[CH:9][C:4]([C:2]2([CH3:1])[O:13][CH2:12][CH2:11][O:3]2)=[CH:5][CH:6]=1. Reported procedure: A mixture of 4-bromoacetophenone (1 Scheme 19, 20.0 g, 0.1 mol) and ethylene glycol (12.5 g, 0.2 mol) and p-toluenesulfonic acid (200 mg) in benzene (400 mL) was refluxed in a Dean Stark apparatus for 6 h. The reaction mixture was cooled to room temperature, and the solution was extracted with H2O/ethyl acetate. The organic layer was washed with brine, dried (Na2SO4), and concentrated to give a colorless oil (23 g, 96%); 1H NMR (300 MHz, CDCl3) δ 1.63 (s, 3 H), 3.76 (m, 2 H), 4.04 (m, 2 H), 7.37...